Dataset: the Open Reaction Database (ORD), a public repository of structured organic reaction records. Task: describe an organic reaction: reactants, conditions, products, and yield Starting materials: CCCc1[nH]c2cc(C(=O)OC)ccc2c1C(C)=O, CN(C)C=O, CCOC(C)=O, Clc1ccccc1CBr, [H-], [Na+]. Product: CCCc1c(C(C)=O)c2ccc(C(=O)OC)cc2n1Cc1ccccc1Cl. Reaction SMILES: [C:1]([CH3:2])(=[O:3])[c:4]1[c:5]([CH2:17][CH2:18][CH3:19])[nH:6][c:7]2[cH:8][c:9]([C:13](=[O:14])[O:15][CH3:16])[cH:10][cH:11][c:12]12.[CH3:31][N:32]([CH3:33])[CH:34]=[O:35].[CH3:36][CH2:37][O:38][C:39](=[O:40])[CH3:41].[Cl:22][c:23]1[c:24]([CH2:25][Br:26])[cH:27][cH:28][cH:29][cH:30]1.[H-:20].[Na+:21]>>[C:1]([CH3:2])(=[O:3])[c:4]1[c:5]([CH2:17][CH2:18][CH3:19])[n:6]([CH2:25][c:24]2[c:23]([Cl:22])[cH:30][cH:29][cH:28][cH:27]2)[c:7]2[cH:8][c:9]([C:13](=[O:14])[O:15][CH3:16])[cH:10][cH:11][c:12]12. Reaction SMILES: [CH3:46][c:47]1[cH:48][cH:49][cH:50][cH:51][cH:52]1.[Cl:32][CH2:33][CH2:34][N:35]1[CH2:36][CH2:37][O:38][CH2:39][CH2:40]1.[F:3][C:4]([c:5]1[c:6]([CH:11]2[C:12]([C:23](=[O:24])[O:25][CH2:26][CH3:27])=[N:13][NH:14][C:15]([CH3:22])=[C:16]2[C:17](=[O:18])[O:19][CH2:20][CH3:21])[cH:7][cH:8][cH:9][cH:10]1)([F:28])[F:29].[H-:1].[H:30][H:31].[Na+:2].[O:41]=[CH:42][N:43]([CH3:44])[CH3:45]>>[F:3][C:4]([c:5]1[c:6]([CH:11]2[C:12]([C:23](=[O:24])[O:25][CH2:26][CH3:27])=[N:13][N:14]([CH2:33][CH2:34][N:35]3[CH2:36][CH2:37][O:38][CH2:39][CH2:40]3)[C:15]([CH3:22])=[C:16]2[C:17](=[O:18])[O:19][CH2:20][CH3:21])[cH:7][cH:8][cH:9][cH:10]1)([F:28])[F:29]. Product: CCOC(=O)C1=NN(CCN2CCOCC2)C(C)=C(C(=O)OCC)C1c1ccccc1C(F)(F)F. The reactants are Cc1ccccc1, ClCCN1CCOCC1, CCOC(=O)C1=NNC(C)=C(C(=O)OCC)C1c1ccccc1C(F)(F)F, [H-], [H][H], [Na+], CN(C)C=O. Reactants: C(=C)C=1C=C(OC=2C=CC(=NC2)S(=O)(=O)C)C=CC1[N+](=O)[O-] (5-(3-ethenyl-4-nitrophenoxy)-2-(methylsulfonyl)pyridine), O1CCCC1 (tetrahydrofuran), CO (methanol), C(C)(=O)OCC (ethyl acetate). The reagents and catalysts are [C].[Pd] (palladium carbon). Solvent: CCCCCC (hexane). Reaction conditions: time 3 day. The product is C(C)C1=C(N)C=CC(=C1)OC=1C=NC(=CC1)S(=O)(=O)C (2-Ethyl-4-{[6-(methylsulfonyl)pyridin-3-yl]oxy}aniline). Yield: 88.7%. RXN SMILES: [CH:1]([C:3]1[CH:4]=[C:5]([CH:17]=[CH:18][C:19]=1[N+:20]([O-])=O)[O:6][C:7]1[CH:8]=[CH:9][C:10]([S:13]([CH3:16])(=[O:15])=[O:14])=[N:11][CH:12]=1)=[CH2:2].O1CCCC1.CO.C(OCC)(=O)C>[C].[Pd].CCCCCC>[CH2:1]([C:3]1[CH:4]=[C:5]([O:6][C:7]2[CH:12]=[N:11][C:10]([S:13]([CH3:16])(=[O:15])=[O:14])=[CH:9][CH:8]=2)[CH:17]=[CH:18][C:19]=1[NH2:20])[CH3:2] |f:4.5|. Procedure: A mixture of 5-(3-ethenyl-4-nitrophenoxy)-2-(methylsulfonyl)pyridine (5.0 g), 10% palladium carbon (1.0 g, containing water (50%)), tetrahydrofuran (100 mL), and methanol (50 mL) was stirred under a hydrogen atmosphere (balloon pressure) at room temperature for 3 days. The catalyst was filtered off, and the obtained filtrate was concentrated under reduced pressure. The obtained crude product was subjected to silica gel column chromatography (ethyl acetate:hexane=25:75 to 60:40, volume ratio) to ...